This data is from the Open Reaction Database (ORD), a public repository of structured organic reaction records. The task is: describe an organic reaction: reactants, conditions, products, and yield Reactants: S(=O)(O)[O-].[Na+] (sodium hydrogensulfite), C(C)(=O)[O-].[K+] (Potassium acetate), BrBr (bromine), C(CC)N1N=C(C=C1CC1CCOCC1)C#N (1-propyl-5-(tetrahydro-2H-pyran-4-ylmethyl)-1H-pyrazole-3-carbonitrile). Solvent: C(C)(=O)O (acetic acid). Run at time 40 hour. The product is BrC=1C(=NN(C1CC1CCOCC1)CCC)C#N (4-bromo-1-propyl-5-(tetrahydro-2H-pyran-4-ylmethyl)-1H-pyrazole-3-carbonitrile). Yield: 98.3%. RXN SMILES: C([O-])(=O)C.[K+].[Br:6]Br.[CH2:8]([N:11]1[C:15]([CH2:16][CH:17]2[CH2:22][CH2:21][O:20][CH2:19][CH2:18]2)=[CH:14][C:13]([C:23]#[N:24])=[N:12]1)[CH2:9][CH3:10].S([O-])(O)=O.[Na+]>C(O)(=O)C>[Br:6][C:14]1[C:13]([C:23]#[N:24])=[N:12][N:11]([CH2:8][CH2:9][CH3:10])[C:15]=1[CH2:16][CH:17]1[CH2:22][CH2:21][O:20][CH2:19][CH2:18]1 |f:0.1,4.5|. Procedure details: Potassium acetate (3.93 g, 40.0 mmol) and bromine (3.58 g, 22.4 mmol) were sequentially added to a solution of 1-propyl-5-(tetrahydro-2H-pyran-4-ylmethyl)-1H-pyrazole-3-carbonitrile (3.98 g, 16 mmol) in acetic acid (32 mL). The reaction was stirred for 40 hours at room temperature. Saturated aqueous sodium hydrogensulfite was added until the reaction became colorless. Most of the acetic acid was removed under reduced pressure, and 2M aqueous sodium carbonate was added. A precipitate formed, was ... Reactants: C(C)(C)(C)OC(NCC1=CC(=CC=C1)F)=O ((3-fluoro-benzyl)-carbamic acid tert-butyl ester), ClC1=NC(=CN=C1)Cl (2,6-dichloro-pyrazine), [H-].[Na+] (NaH), oil. Solvent: CN(C)C=O (DMF). Product: C(C)(C)(C)OC(N(CC1=CC(=CC=C1)F)C1=NC(=CN=C1)Cl)=O ((6-Chloro-pyrazin-2-yl)-(3-fluoro-benzyl)-carbamic acid tert-butyl ester). Reaction SMILES: [C:1]([O:5][C:6](=[O:16])[NH:7][CH2:8][C:9]1[CH:14]=[CH:13][CH:12]=[C:11]([F:15])[CH:10]=1)([CH3:4])([CH3:3])[CH3:2].[H-].[Na+].[Cl:19][C:20]1[CH:25]=[N:24][CH:23]=[C:22](Cl)[N:21]=1>CN(C=O)C>[C:1]([O:5][C:6](=[O:16])[N:7]([C:22]1[CH:23]=[N:24][CH:25]=[C:20]([Cl:19])[N:21]=1)[CH2:8][C:9]1[CH:14]=[CH:13][CH:12]=[C:11]([F:15])[CH:10]=1)([CH3:4])([CH3:2])[CH3:3] |f:1.2|. Reported procedure: A solution of (3-fluoro-benzyl)-carbamic acid tert-butyl ester I-4a (1.21 g, 5.37 mmol) in DMF (50 mL) was treated with 60% NaH in mineral oil (430 mg, 10.7 mmol). The resulting mixture was stirred at ambient temperature until the gas evolution ceased. The solution was treated with 2,6-dichloro-pyrazine (800 mg, 5.37 mmol) and the reaction mixture was heated to 80° C. under N2 and stirred for 5 h. The reaction was cooled and concentrated in vacuo to approximately ⅓ volume. The reaction mixture w... Starting materials: CCCOC(=O)Oc1ccc([N+](=O)[O-])cc1, CCN(C(C)C)C(C)C, CCOC(C)=O, Cl, Cl, NC1(CN2CCN(S(=O)(=O)c3ccc4cc(Cl)ccc4c3)CC2=O)CCN(c2ccncc2)CC1, CN(C)C=O. The product is CCCOC(=O)NC1(CN2CCN(S(=O)(=O)c3ccc4cc(Cl)ccc4c3)CC2=O)CCN(c2ccncc2)CC1. Reaction SMILES: [CH2:38]([CH2:39][CH3:40])[O:41][C:42](=[O:43])[O:44][c:45]1[cH:46][cH:47][c:48]([N+:49]([O-:50])=[O:51])[cH:52][cH:53]1.[CH2:54]([N:55]([CH:56]([CH3:57])[CH3:58])[CH:59]([CH3:60])[CH3:61])[CH3:62].[CH3:63][CH2:64][O:65][C:66](=[O:67])[CH3:68].[ClH:1].[ClH:2].[NH2:3][C:4]1([CH2:16][N:17]2[C:18](=[O:37])[CH2:19][N:20]([S:23](=[O:24])(=[O:25])[c:26]3[cH:27][c:28]4[cH:29][cH:30][c:31]([Cl:36])[cH:32][c:33]4[cH:34][cH:35]3)[CH2:21][CH2:22]2)[CH2:5][CH2:6][N:7]([c:10]2[cH:11][cH:12][n:13][cH:14][cH:15]2)[CH2:8][CH2:9]1.[O:69]=[CH:70][N:71]([CH3:72])[CH3:73]>>[NH:3]([C:4]1([CH2:16][N:17]2[C:18](=[O:37])[CH2:19][N:20]([S:23](=[O:24])(=[O:25])[c:26]3[cH:27][c:28]4[cH:29][cH:30][c:31]([Cl:36])[cH:32][c:33]4[cH:34][cH:35]3)[CH2:21][CH2:22]2)[CH2:5][CH2:6][N:7]([c:10]2[cH:11][cH:12][n:13][cH:14][cH:15]2)[CH2:8][CH2:9]1)[C:42]([O:41][CH2:38][CH2:39][CH3:40])=[O:43]. Starting materials: C(C)(=O)C1=CC=CC=C1 (acetophenone), C(=O)(OCC)C1=C(N)C=CC=C1 (o-carbethoxyaniline), C1=CC=CC=C1 (benzene). Solvent: O (water). The product is CC(C1=CC=CC=C1)=NC1=C(C=CC=C1)C(=O)OCC (N-(α-methyl benzylidene)-o-carbethoxyaniline). RXN SMILES: [C:1]([C:4]1[CH:9]=[CH:8][CH:7]=[CH:6][CH:5]=1)(=O)[CH3:2].[C:10]([C:15]1[CH:21]=[CH:20][CH:19]=[CH:18][C:16]=1[NH2:17])([O:12][CH2:13][CH3:14])=[O:11].C1C=CC=CC=1>O>[CH3:2][C:1](=[N:17][C:16]1[CH:18]=[CH:19][CH:20]=[CH:21][C:15]=1[C:10]([O:12][CH2:13][CH3:14])=[O:11])[C:4]1[CH:9]=[CH:8][CH:7]=[CH:6][CH:5]=1. Reported procedure: A solution of acetophenone (100 ml), o-carbethoxyaniline (90 ml), benzene (100 ml) was refluxed in the presence of molecular sieve (40 g) with continuous removal of water. N-(α-methyl benzylidene)-o-carbethoxyaniline (XV) was obtained by fractional distillation. XV had a boiling point of 123° at 0.1 millimeter. Reactants: CO, COC(=O)c1cc(Cl)cn(C)c1=O, [Na+], [OH-]. The product is Cn1cc(Cl)cc(C(=O)O)c1=O. As a reaction SMILES: [CH3:16][OH:17].[CH3:1][O:2][C:3](=[O:4])[c:5]1[c:6](=[O:13])[n:7]([CH3:12])[cH:8][c:9]([Cl:11])[cH:10]1.[Na+:15].[OH-:14]>>[O:2]=[C:3]([OH:4])[c:5]1[c:6](=[O:13])[n:7]([CH3:12])[cH:8][c:9]([Cl:11])[cH:10]1.